The task is: describe an organic reaction: reactants, conditions, products, and yield. This data is from the Open Reaction Database (ORD), a public repository of structured organic reaction records. Starting materials: [N+](=O)([O-])C=1C=CC(=NC1)OC(N(C1=CC=CC=C1)C)=O (methyl-phenyl-carbamic acid 5-nitro-pyridin-2-yl ester), [H][H] (hydrogen). The reagents and catalysts are [Pd] (palladium on carbon). Solvent: O1CCCC1 (tetrahydrofuran). Yields the product NC=1C=CC(=NC1)OC(N(C1=CC=CC=C1)C)=O (Methyl-phenyl-carbamic acid 5-amino-pyridin-2-yl ester). Isolated yield 102.6%. Reaction SMILES: [N+:1]([C:4]1[CH:5]=[CH:6][C:7]([O:10][C:11](=[O:20])[N:12]([CH3:19])[C:13]2[CH:18]=[CH:17][CH:16]=[CH:15][CH:14]=2)=[N:8][CH:9]=1)([O-])=O.[H][H]>O1CCCC1.[Pd]>[NH2:1][C:4]1[CH:5]=[CH:6][C:7]([O:10][C:11](=[O:20])[N:12]([CH3:19])[C:13]2[CH:18]=[CH:17][CH:16]=[CH:15][CH:14]=2)=[N:8][CH:9]=1. Reported procedure: A solution of methyl-phenyl-carbamic acid 5-nitro-pyridin-2-yl ester (10.41 g, 38.1 mmol) in tetrahydrofuran (100 mL) was hydrogenated in a Parr apparatus with wet 5% palladium on carbon and 20 psi hydrogen pressure. After 2 hours the solution was filtered over a short pad of Celite, washed thoroughly with ethyl acetate and evaporated in vacuo, yielding title compound (9.51 g, 103% yield) as a thick oil, which solidified upon standing. Starting materials: CCN(CC)CCN, CN(C)C=O, CCOC(C)=O, C(=NC1CCCCC1)=NC1CCCCC1, O, Oc1cccc2[nH]nnc12, O=C(O)CCCCSc1nc(-c2ccccc2)c(-c2ccccc2)[nH]1. The product is CCN(CC)CCNC(=O)CCCCSc1nc(-c2ccccc2)c(-c2ccccc2)[nH]1. RXN SMILES: [CH2:37]([CH3:38])[N:39]([CH2:40][CH2:41][NH2:42])[CH2:43][CH3:44].[CH3:60][N:61]([CH3:62])[CH:63]=[O:64].[CH3:65][CH2:66][O:67][C:68](=[O:69])[CH3:70].[CH:45]1([N:46]=[C:47]=[N:48][CH:49]2[CH2:50][CH2:51][CH2:52][CH2:53][CH2:54]2)[CH2:55][CH2:56][CH2:57][CH2:58][CH2:59]1.[OH2:26].[OH:27][c:28]1[c:29]2[n:30][n:31][nH:32][c:33]2[cH:34][cH:35][cH:36]1.[c:1]1(-[c:7]2[n:8][c:9]([S:18][CH2:19][CH2:20][CH2:21][CH2:22][C:23](=[O:24])[OH:25])[nH:10][c:11]2-[c:12]2[cH:13][cH:14][cH:15][cH:16][cH:17]2)[cH:2][cH:3][cH:4][cH:5][cH:6]1>>[c:1]1(-[c:7]2[n:8][c:9]([S:18][CH2:19][CH2:20][CH2:21][CH2:22][C:23](=[O:24])[NH:42][CH2:41][CH2:40][N:39]([CH2:37][CH3:38])[CH2:43][CH3:44])[nH:10][c:11]2-[c:12]2[cH:13][cH:14][cH:15][cH:16][cH:17]2)[cH:2][cH:3][cH:4][cH:5][cH:6]1. Starting materials: COC(=O)c1ccc2ccc(Br)cc2c1, CN(C)C=O, CCOC(C)=O, Cl, N#C[Cu], O. Yields the product COC(=O)c1ccc2ccc(C#N)cc2c1. Reaction SMILES: [Br:1][c:2]1[cH:3][cH:4][c:5]2[cH:6][cH:7][c:8]([C:12](=[O:13])[O:14][CH3:15])[cH:9][c:10]2[cH:11]1.[CH3:21][N:22]([CH3:23])[CH:24]=[O:25].[CH3:26][CH2:27][O:28][C:29](=[O:30])[CH3:31].[ClH:20].[Cu:16][C:17]#[N:18].[OH2:19]>>[c:2]1([C:17]#[N:18])[cH:3][cH:4][c:5]2[cH:6][cH:7][c:8]([C:12](=[O:13])[O:14][CH3:15])[cH:9][c:10]2[cH:11]1. The reactants are ClC=1C(=NC=C(C1)C(F)(F)F)N1N=CC(=C1N(C(=O)C)C(=O)C)C#N (1-(3-chloro-5-trifluoromethylpyridin-2-yl)-4-cyano-5-bis- (methylcarbonyl)aminopyrazole), O (water). Solvent: C(C)O (ethanol). Yields the product ClC=1C(=NC=C(C1)C(F)(F)F)N1N=CC(=C1NC(=O)C)C#N (1-(3-chloro-5-trifluoromethylpyridin-2-yl)-4-cyano-5-methylcarbonylaminopyrazole). Yield: 77.6%. RXN SMILES: [Cl:1][C:2]1[C:3]([N:12]2[C:16]([N:17](C(C)=O)[C:18]([CH3:20])=[O:19])=[C:15]([C:24]#[N:25])[CH:14]=[N:13]2)=[N:4][CH:5]=[C:6]([C:8]([F:11])([F:10])[F:9])[CH:7]=1.O>C(O)C>[Cl:1][C:2]1[C:3]([N:12]2[C:16]([NH:17][C:18]([CH3:20])=[O:19])=[C:15]([C:24]#[N:25])[CH:14]=[N:13]2)=[N:4][CH:5]=[C:6]([C:8]([F:10])([F:11])[F:9])[CH:7]=1. Procedure: A stirred mixture of 0.32 gram (8.6×10-4 mole) of 1-(3-chloro-5-trifluoromethylpyridin-2-yl)-4-cyano-5-bis- (methylcarbonyl)aminopyrazole, 10 mL of water, and 10 mL of ethanol was heated at reflux for four hours. The mixture was cooled, and most of the ethanol was removed by distillation under reduced pressure. The aqueous pot residue, which contained a solid, was diluted with water, and the mixture was filtered. The filter cake was dried to yield 0.22 gram of 1-(3-chloro-5-trifluoromethylpyridi...